Dataset: the Open Reaction Database (ORD), a public repository of structured organic reaction records. Task: describe an organic reaction: reactants, conditions, products, and yield The reactants are C(C)(C)(C)OC(=O)N1[C@@H](CC(C1)=NOC)C(=O)O ((2S,4EZ)-1-(tert-butoxycarbonyl)-4-(methoxyimino)-2-pyrrolidinecarboxylic acid), N1=CC(=CC=C1)C1=CC=C(C(=O)O)C=C1 (4-(3-pyridinyl)benzoic acid), N1CC(CCC1)O ((3RS)-3-piperidinol). Product: CON=C1CN([C@@H](C1)C(=O)N1CC(CCC1)O)C(C1=CC=C(C=C1)C=1C=NC=CC1)=O ((3EZ,5S)-5-{[(3RS)-3-hydroxypiperidinyl]carbonyl}-1-[4-(3-pyridinyl)-benzoyl]-3-pyrrolidinone O-methyloxime). RXN SMILES: C(O[C:6]([N:8]1[CH2:12][C:11](=[N:13][O:14][CH3:15])[CH2:10][C@H:9]1[C:16]([OH:18])=O)=[O:7])(C)(C)C.[N:19]1[CH:24]=[CH:23][CH:22]=[C:21]([C:25]2[CH:33]=[CH:32][C:28](C(O)=O)=[CH:27][CH:26]=2)[CH:20]=1.[NH:34]1[CH2:39][CH2:38][CH2:37][CH:36]([OH:40])[CH2:35]1>>[CH3:15][O:14][N:13]=[C:11]1[CH2:10][C@@H:9]([C:16]([N:34]2[CH2:39][CH2:38][CH2:37][CH:36]([OH:40])[CH2:35]2)=[O:18])[N:8]([C:6](=[O:7])[C:28]2[CH:27]=[CH:26][C:25]([C:21]3[CH:20]=[N:19][CH:24]=[CH:23][CH:22]=3)=[CH:33][CH:32]=2)[CH2:12]1. Procedure details: Following the general method as outlined in Example 22, starting from (2S,4EZ)-1-(tert-butoxycarbonyl)-4-(methoxyimino)-2-pyrrolidinecarboxylic acid, 4-(3-pyridinyl)benzoic acid, and (3RS)-3-piperidinol, the title compound was obtained in 84% purity by HPLC. MS(ESI+): m/z=423. The reactants are BrC1=CC2=C(C(=NC=3C=CNC(C23)=O)C(C)C)C=C1 (9-bromo-6-isopropylbenzo[c]-1,6-naphthyridin-1(2H)-one), C(C)(C)(C)[PH+](C(C)(C)C)C(C)(C)C.[H+].[B-](F)(F)(F)F (tri-(t-butyl)phosphonium HBF4), N1CCOCC1 (morpholine), O1CCOCC1 (dioxane), C1CCC2=NCCCN2CC1 (DBU). The reagents and catalysts are [C-]#[O+].[C-]#[O+].[C-]#[O+].[C-]#[O+].[C-]#[O+].[C-]#[O+].[Mo] (molybdenum hexacarbonyl), CC1=CC=CC=C1P(C2=CC=CC=C2C)C3=CC=CC=C3[CH2-].CC1=CC=CC=C1P(C2=CC=CC=C2C)C3=CC=CC=C3[CH2-].CC(=O)O.CC(=O)O.[Pd].[Pd] (trans-di-mu-acetatobis[2-(di-o-tolylphosphino)benzyl]dipalladium(II)). Reaction conditions: temperature 100 celsius, time 16 hour. Yields the product C(C)(C)C1=NC=2C=CNC(C2C2=C1C=CC(=C2)C(=O)N2CCOCC2)=O (6-isopropyl-9-(morpholin-4-ylcarbonyl)benzo[c]-1,6-naphthyridin-1(2H)-one). As a reaction SMILES: Br[C:2]1[CH:19]=[CH:18][C:5]2[C:6]([CH:15]([CH3:17])[CH3:16])=[N:7][C:8]3[CH:9]=[CH:10][NH:11][C:12](=[O:14])[C:13]=3[C:4]=2[CH:3]=1.C([PH+](C(C)(C)C)C(C)(C)C)(C)(C)C.[H+].[B-](F)(F)(F)F.C1CCN2C(=NCCC2)CC1.[NH:50]1[CH2:55][CH2:54][O:53][CH2:52][CH2:51]1.[O:56]1CCOC[CH2:57]1>[C-]#[O+].[C-]#[O+].[C-]#[O+].[C-]#[O+].[C-]#[O+].[C-]#[O+].[Mo].CC1C(P(C2C([CH2-])=CC=CC=2)C2C(C)=CC=CC=2)=CC=CC=1.CC1C(P(C2C([CH2-])=CC=CC=2)C2C(C)=CC=CC=2)=CC=CC=1.CC(O)=O.CC(O)=O.[Pd].[Pd]>[CH:15]([C:6]1[C:5]2[CH:18]=[CH:19][C:2]([C:57]([N:50]3[CH2:55][CH2:54][O:53][CH2:52][CH2:51]3)=[O:56])=[CH:3][C:4]=2[C:13]2[C:12](=[O:14])[NH:11][CH:10]=[CH:9][C:8]=2[N:7]=1)([CH3:17])[CH3:16] |f:1.2.3,7.8.9.10.11.12.13,14.15.16.17.18.19|. Procedure: 9-bromo-6-isopropylbenzo[c]-1,6-naphthyridin-1(2H)-one (50 mg, 0.16 mmol), molybdenum hexacarbonyl (0.042 g, 0.16 mmol), trans-di-mu-acetatobis[2-(di-o-tolylphosphino)benzyl]dipalladium(II) (7.4 mg, 7.9 mmol), and tri-(t-butyl)phosphonium HBF4 salt (4.6 mg, 0.016 mmol) were added to a vial, followed by dioxane (1.0 ml), DBU (0.095 ml, 0.63 mmol) and morpholine (0.027 ml, 0.32 mmol). The resulting suspension was purged with argon (subsurface bubbling) for 5 min. The reaction mixture was stirred a... Reaction SMILES: [CH2:1]([c:2]1[cH:3][cH:4][cH:5][cH:6][cH:7]1)[N:8]1[CH2:9][CH:10]([NH:19][S:20](=[O:21])(=[O:22])[c:23]2[cH:24][cH:25][cH:26][cH:27][cH:28]2)[CH2:11][c:12]2[cH:13][c:14]([Br:18])[cH:15][cH:16][c:17]21.[Cu:47]([I:48])[I:49].[K+:36].[K+:37].[O-:38][C:39]([O-:40])=[O:41].[O:42]=[CH:43][N:44]([CH3:45])[CH3:46].[OH:29][c:30]1[cH:31][cH:32][cH:33][cH:34][cH:35]1>>[CH2:1]([c:2]1[cH:3][cH:4][cH:5][cH:6][cH:7]1)[N:8]1[CH2:9][CH:10]([NH:19][S:20](=[O:21])(=[O:22])[c:23]2[cH:24][cH:25][cH:26][cH:27][cH:28]2)[CH2:11][c:12]2[cH:13][c:14]([O:29][c:30]3[cH:31][cH:32][cH:33][cH:34][cH:35]3)[cH:15][cH:16][c:17]21. Reactants: O=S(=O)(NC1Cc2cc(Br)ccc2N(Cc2ccccc2)C1)c1ccccc1, I[Cu]I, [K+], [K+], O=C([O-])[O-], CN(C)C=O, Oc1ccccc1. Yields the product O=S(=O)(NC1Cc2cc(Oc3ccccc3)ccc2N(Cc2ccccc2)C1)c1ccccc1. Reactants: FC1=NC(=C(C#N)C=C1)C (6-fluoro-2-methyl-nicotinonitrile), product, N (NH3). Product: FC1=CC=C(C(=N1)C)CN (C-(6-Fluoro-2-methyl-pyridin-3-yl)-methylamine). Reaction SMILES: [F:1][C:2]1[CH:9]=[CH:8][C:5]([C:6]#[N:7])=[C:4]([CH3:10])[N:3]=1.N>>[F:1][C:2]1[N:3]=[C:4]([CH3:10])[C:5]([CH2:6][NH2:7])=[CH:8][CH:9]=1. Reported procedure: The title compound was prepared using the procedure as described in Example 78B, substituting 6-fluoro-2-methyl-nicotinonitrile for the product of Example 78A. MS (DCI/NH3) m/z 141 (M+1)+. Starting materials: [Li+].[I-] (LiI), FC1=CC=C(C=C1)C(CC)O (4-fluorophenyl propanol), N1=CC=CC=C1 (pyridine), CS(=O)(=O)OS(=O)(=O)C (methanesulfonic anhydride). Run in CC(=O)C (acetone), O (H2O), C(Cl)Cl (CH2Cl2). Conditions: time 4 hour. The product is FC1=CC=C(C=C1)CCCI (3-(4-Fluorophenyl)propyliodide). Reaction SMILES: [F:1][C:2]1[CH:7]=[CH:6][C:5]([CH:8](O)[CH2:9][CH3:10])=[CH:4][CH:3]=1.N1C=CC=CC=1.CS(OS(C)(=O)=O)(=O)=O.[Li+].[I-:28]>C(Cl)Cl.CC(C)=O.O>[F:1][C:2]1[CH:7]=[CH:6][C:5]([CH2:8][CH2:9][CH2:10][I:28])=[CH:4][CH:3]=1 |f:3.4|. Procedure: To a solution of 2.26 g (14.65 mmol) of 3-(4-fluorophenyl propanol and 3.6 mL (44 mmol) of pyridine in 40 mL of CH2Cl2 at 0° C. was added 5.1 g (29.3 mmol) of methanesulfonic anhydride and the reaction mixture was sitirred for 4 h at rt. The reaction mixture was partitioned between 100 mL of CH2Cl2 and 20 of sat'd NaHCO3 solution. The organic fraction was washed 3 times with sat'd NaHCO3 solution and sat'd NaCl solution, dried over MgSO4 and the filtrate was concentrated several times from hepta... Reactants: N1CCC(CC1)N(C(C)=O)CC (N-piperid-4-yl-N-ethylacetamide), S(=O)(=O)(O)C1=CC=C(C)C=C1.CC1CC=2C1=CC=CC2 (1-methylbenzocyclobutene tosylate). The solvent is C1(=CC=CC=C1)C (toluene). Yields the product C1(=CC2=C1C=CC=C2)CN2CCC(CC2)N(C(C)=O)CC (N-[1-(benzocyclobuten-1-ylmethyl)-piperid-4-yl]-N-ethylacetamide). As a reaction SMILES: [NH:1]1[CH2:6][CH2:5][CH:4]([N:7]([CH2:11][CH3:12])[C:8](=[O:10])[CH3:9])[CH2:3][CH2:2]1.S(C1C=CC(C)=CC=1)(O)(=O)=O.[CH3:24][CH:25]1[C:28]2=[CH:29][CH:30]=[CH:31][CH:32]=[C:27]2[CH2:26]1>C1(C)C=CC=CC=1>[C:25]1([CH2:24][N:1]2[CH2:6][CH2:5][CH:4]([N:7]([CH2:11][CH3:12])[C:8](=[O:10])[CH3:9])[CH2:3][CH2:2]2)[C:28]2[CH:29]=[CH:30][CH:31]=[CH:32][C:27]=2[CH:26]=1 |f:1.2|. Reported procedure: 3.3 g of N-piperid-4-yl-N-ethylacetamide and 2.8 g of 1-methylbenzocyclobutene tosylate (prepared in accordance with the process described in J.A.C.S., (1975), 154, p. 347) are refluxed under nitrogen for 20 hours in 16 ml of toluene. After cooling, the reaction mixture is evaporated to dryness and taken up in diethyl ether. After extraction with N hydrochloric acid, the extract is rendered basic in the presence of diethyl ether and the organic phase is washed with water, dried over magnesium su...